From a dataset of the Open Reaction Database (ORD), a public repository of structured organic reaction records. describe an organic reaction: reactants, conditions, products, and yield Starting materials: CCCCBr, O=C([O-])[O-], CC(=O)NC(Cc1cccc(O)c1)C(O)C1COC(OCC(C)(C)C)C(C)N1C(=O)OC(C)(C)C, CN(C)C=O, CCOC(C)=O, [Cs+], [Cs+]. Product: CCCCOc1cccc(CC(NC(C)=O)C(O)C2COC(OCC(C)(C)C)C(C)N2C(=O)OC(C)(C)C)c1. As a reaction SMILES: [Br:1][CH2:2][CH2:3][CH2:4][CH3:5].[C:41](=[O:42])([O-:43])[O-:44].[C:6]([CH3:7])([CH3:8])([CH3:9])[O:10][C:11](=[O:12])[N:13]1[CH:14]([CH3:40])[CH:15]([O:34][CH2:35][C:36]([CH3:37])([CH3:38])[CH3:39])[O:16][CH2:17][CH:18]1[CH:19]([CH:20]([CH2:21][c:22]1[cH:23][c:24]([OH:28])[cH:25][cH:26][cH:27]1)[NH:29][C:30]([CH3:31])=[O:32])[OH:33].[CH3:47][N:48]([CH3:49])[CH:50]=[O:51].[CH3:52][CH2:53][O:54][C:55](=[O:56])[CH3:57].[Cs+:45].[Cs+:46]>>[CH2:2]([CH2:3][CH2:4][CH3:5])[O:28][c:24]1[cH:23][c:22]([CH2:21][CH:20]([CH:19]([CH:18]2[N:13]([C:11]([O:10][C:6]([CH3:7])([CH3:8])[CH3:9])=[O:12])[CH:14]([CH3:40])[CH:15]([O:34][CH2:35][C:36]([CH3:37])([CH3:38])[CH3:39])[O:16][CH2:17]2)[OH:33])[NH:29][C:30]([CH3:31])=[O:32])[cH:27][cH:26][cH:25]1. Reactants: CCOC(C)=O, CCOC(=O)C=Cc1nonc1C(=O)Nc1ccc(F)c(Cl)c1, [H][H], [Pd]. The product is CCOC(=O)CCc1nonc1C(=O)Nc1ccc(F)c(Cl)c1. As a reaction SMILES: [CH3:24][CH2:25][O:26][C:27](=[O:28])[CH3:29].[Cl:1][c:2]1[cH:3][c:4]([NH:9][C:10](=[O:11])[c:12]2[c:13]([CH:17]=[CH:18][C:19](=[O:20])[O:21][CH2:22][CH3:23])[n:14][o:15][n:16]2)[cH:5][cH:6][c:7]1[F:8].[H:30][H:31].[Pd:32]>>[Cl:1][c:2]1[cH:3][c:4]([NH:9][C:10](=[O:11])[c:12]2[c:13]([CH2:17][CH2:18][C:19](=[O:20])[O:21][CH2:22][CH3:23])[n:14][o:15][n:16]2)[cH:5][cH:6][c:7]1[F:8]. The reactants are FC(C(=O)O)(F)F (trifluoroacetic acid), C1(=CC=CC=C1)OC (anisole), C(C1=CC=CC=C1)(C1=CC=CC=C1)(C1=CC=CC=C1)NC=1SC=C(N1)/C(/C(=O)N[C@H]1[C@@H]2N(C(=C(CS2)CCO)C(=S)OCC2=CC=C(C=C2)OC)C1=O)=N/OCC(=O)OC(C1=CC=CC=C1)C1=CC=CC=C1 (p-methoxybenzyl 7β-{α-(2-tritylaminothiazole-4-yl)-α-[(Z)-benzhydryloxycarbonylmethoxyimino]acetamido}-3-(2-hydroxy)ethylthio-3-cephem-4-carboxylate). The solvent is petroleum ether, C(C)OCC (diethyl ether). Run at time 1 hour. Product: FC(C(=O)O)(F)F.NC=1SC=C(N1)/C(/C(=O)N[C@H]1[C@@H]2N(C(=C(CS2)CCO)C(=S)O)C1=O)=N/OCC(=O)O (7β-{α-(2-aminothiazole-4-yl)-α-[(Z)-carboxymethoxyimino]acetamido}-3-(2-hydroxy)ethylthio-3-cephem-4-carboxylic acid trifluoroacetate). Reaction SMILES: [F:1][C:2]([F:7])([F:6])[C:3]([OH:5])=[O:4].C1(OC)C=CC=CC=1.C([NH:35][C:36]1[S:37][CH:38]=[C:39](/[C:41](=[N:69]/[O:70][CH2:71][C:72]([O:74]C(C2C=CC=CC=2)C2C=CC=CC=2)=[O:73])/[C:42]([NH:44][C@@H:45]2[C:67](=[O:68])[N:47]3[C:48]([C:55]([O:57]CC4C=CC(OC)=CC=4)=[S:56])=[C:49]([CH2:52][CH2:53][OH:54])[CH2:50][S:51][C@H:46]23)=[O:43])[N:40]=1)(C1C=CC=CC=1)(C1C=CC=CC=1)C1C=CC=CC=1>C(OCC)C>[F:1][C:2]([F:7])([F:6])[C:3]([OH:5])=[O:4].[NH2:35][C:36]1[S:37][CH:38]=[C:39](/[C:41](=[N:69]/[O:70][CH2:71][C:72]([OH:74])=[O:73])/[C:42]([NH:44][C@@H:45]2[C:67](=[O:68])[N:47]3[C:48]([C:55]([OH:57])=[S:56])=[C:49]([CH2:52][CH2:53][OH:54])[CH2:50][S:51][C@H:46]23)=[O:43])[N:40]=1 |f:4.5|. Procedure: (d-2) To a mixture of trifluoroacetic acid (4 ml) and anisole (0.8 ml) was added under ice-cooling 360 mg (0.349 mM) of p-methoxybenzyl 7β-{α-(2-tritylaminothiazole-4-yl)-α-[(Z)-benzhydryloxycarbonylmethoxyimino]acetamido}-3-(2-hydroxy)ethylthio-3-cephem-4-carboxylate, and the mixture was stirred for one hour. The reaction mixture was added slowly dropwise to a mixture of diethyl ether and petroleum ether (1:2, 50 ml), thecrystals which formed were collected by filtration to give 188 mg of 7β-{α... Starting materials: C(C(=O)Cl)(=O)Cl (Oxalyl chloride), CN1C(N(C2=C(C1=O)C(=C(S2)CC2=CC=CC=C2)C(=O)O)CC(C)C)=O (1,2,3,4-tetrahydro-3-methyl-1-(2-methylpropyl)-6-phenylmethyl-2,4-dioxothieno[2,3-d]pyrimidine-5-carboxylic acid), CN(C=O)C (dimethylformamide). The solvent is ClCCl (dichloromethane). Conditions: time 1 hour. Product: CN1C(N(C2=C(C1=O)C(=C(S2)CC2=CC=CC=C2)C(=O)N(C)C)CC(C)C)=O (1,2,3,4-Tetrahydro-3,N,N-trimethyl-1-(2-methylpropyl)-6-phenylmethyl-2,4-dioxothieno[2,3-d]pyrimidine-5-carboxamide). Reaction SMILES: C(Cl)(=O)C(Cl)=O.[CH3:7][N:8]1[C:13](=[O:14])[C:12]2[C:15]([C:25]([OH:27])=O)=[C:16]([CH2:18][C:19]3[CH:24]=[CH:23][CH:22]=[CH:21][CH:20]=3)[S:17][C:11]=2[N:10]([CH2:28][CH:29]([CH3:31])[CH3:30])[C:9]1=[O:32].[CH3:33][N:34](C)[CH:35]=O>ClCCl>[CH3:7][N:8]1[C:13](=[O:14])[C:12]2[C:15]([C:25]([N:34]([CH3:35])[CH3:33])=[O:27])=[C:16]([CH2:18][C:19]3[CH:24]=[CH:23][CH:22]=[CH:21][CH:20]=3)[S:17][C:11]=2[N:10]([CH2:28][CH:29]([CH3:30])[CH3:31])[C:9]1=[O:32]. Reported procedure: Oxalyl chloride (0.087 ml) was added to a stirred solution of 1,2,3,4-tetrahydro-3-methyl-1-(2-methylpropyl)-6-phenylmethyl-2,4-dioxothieno[2,3-d]pyrimidine-5-carboxylic acid (0.37 g) and dimethylformamide (0.01 ml) in anhydrous dichloromethane (20 ml). After 1 hour, the solution was evaporated. The residue was dissolved in anhydrous tetrahydrofuran (7 ml) and 1 ml of this solution was added to a stirred mixture of 40% aqueous dimethylamine solution (1 ml) and saturated sodium hydrogen carbonate... Reactants: C[Si](C=1C=C(C=CC1)C)(C)C (3-trimethylsilyltoluene), BrN1C(CCC1=O)=O (N-bromosuccinimide), C(C1=CC=CC=C1)(=O)OOC(C1=CC=CC=C1)=O (benzoylperoxide). Solvent: C(Cl)(Cl)(Cl)Cl (CCl4). The product is C[Si](C=1C=C(CBr)C=CC1)(C)C (3-Trimethylsilylbenzylbromide). RXN SMILES: [CH3:1][Si:2]([CH3:11])([CH3:10])[C:3]1[CH:4]=[C:5]([CH3:9])[CH:6]=[CH:7][CH:8]=1.[Br:12]N1C(=O)CCC1=O.C(OOC(=O)C1C=CC=CC=1)(=O)C1C=CC=CC=1>C(Cl)(Cl)(Cl)Cl>[CH3:1][Si:2]([CH3:10])([CH3:11])[C:3]1[CH:4]=[C:5]([CH:6]=[CH:7][CH:8]=1)[CH2:9][Br:12]. Reported procedure: A mixture of 3-trimethylsilyltoluene (3.28 g, 10 mmol), N-bromosuccinimide (1.78 g, 10 mmol) and benzoylperoxide (10 mg) in CCl4 (20 ml) was stirred under reflux for 3 hours, then cooled and filtered. The solvent was removed under reduced pressure and 3-trimethylsilylbenzylbromide was purified by distillation. The reactants are [Br-], [Cu]Br, CC(C)(C)ON=O, Cn1nc(-c2c(F)cc(Cl)c3nc(N)sc23)c(Cl)c1C(F)(F)F, [Na+]. Product: Cn1nc(-c2c(F)cc(Cl)c3nc(Br)sc23)c(Cl)c1C(F)(F)F. As a reaction SMILES: [Br-:25].[Cu:33][Br:34].[N:26]([O:27][C:28]([CH3:29])([CH3:30])[CH3:31])=[O:32].[NH2:1][c:2]1[s:3][c:4]2[c:5]([n:6]1)[c:7]([Cl:23])[cH:8][c:9]([F:22])[c:10]2-[c:11]1[n:12][n:13]([CH3:21])[c:14]([C:17]([F:18])([F:19])[F:20])[c:15]1[Cl:16].[Na+:24]>>[c:2]1([Br:25])[s:3][c:4]2[c:5]([n:6]1)[c:7]([Cl:23])[cH:8][c:9]([F:22])[c:10]2-[c:11]1[n:12][n:13]([CH3:21])[c:14]([C:17]([F:18])([F:19])[F:20])[c:15]1[Cl:16]. Reactants: OC1=NN(C2=CC(=CC=C12)[N+](=O)[O-])CC1=C(C=C(C(=O)OC)C=C1)OC (methyl 4-[3-hydroxy-6-nitroindazol-1-ylmethyl]-3-methoxybenzoate), [Na] (sodium), IC (iodomethane). Solvent: C(C)(=O)OCC (ethyl acetate), CO (methanol). Run at time 5 minute. Yields the product COC1=NN(C2=CC(=CC=C12)[N+](=O)[O-])CC1=C(C=C(C(=O)OC)C=C1)OC (methyl 4-[3-methoxy-6-nitroindazol-1-ylmethyl]-3-methoxybenzoate). Yield: 28.0%. As a reaction SMILES: [OH:1][C:2]1[C:10]2[C:5](=[CH:6][C:7]([N+:11]([O-:13])=[O:12])=[CH:8][CH:9]=2)[N:4]([CH2:14][C:15]2[CH:24]=[CH:23][C:18]([C:19]([O:21][CH3:22])=[O:20])=[CH:17][C:16]=2[O:25][CH3:26])[N:3]=1.[Na].I[CH3:29]>CO.C(OCC)(=O)C>[CH3:29][O:1][C:2]1[C:10]2[C:5](=[CH:6][C:7]([N+:11]([O-:13])=[O:12])=[CH:8][CH:9]=2)[N:4]([CH2:14][C:15]2[CH:24]=[CH:23][C:18]([C:19]([O:21][CH3:22])=[O:20])=[CH:17][C:16]=2[O:25][CH3:26])[N:3]=1 |^1:26|. Reported procedure: Indazole (T) (1.68 g.) was added to a solution of sodium (0.108 g.) in methanol (1.0 ml.). After stirring for 5 minutes, iodomethane (0.32 ml.) was added and stirring continued for 18 hours. The mixture was diluted with ethyl acetate, washed with water and brine, then dried (MgSO4) and evaporated. The residue was purified by flash chromatography on silica gel (130 g.), eluting with 2:98 v/v ethyl acetate:dichloromethane to give methyl 4-[3-methoxy-6-nitroindazol-1-ylmethyl]-3-methoxybenzoate (U)... Procedure: Dimethyl sulphate (30 ml) was added dropwise over 45 min to a stirred mixture of 5-fluoro-2-hydroxyacetophenone (32.43 g) and potassium carbonate (40.5 g) in acetone (500 ml) and the mixture was then heated under reflux for 8 hr. Concentrated ammonia solution was added and the inorganic solids removed by filtration. The solvent was removed under reduced pressure and the product was dissolved in ether and washed with water. After drying the ethereal solution (Na2SO4) the ether was removed under r... RXN SMILES: S([O:6][CH3:7])(OC)(=O)=O.[CH3:8][C:9]([C:11]1[CH:16]=[C:15]([F:17])[CH:14]=[CH:13][C:12]=1O)=[O:10].C(=O)([O-])[O-].[K+].[K+].N>CC(C)=O>[CH3:8][C:9]([C:11]1[CH:16]=[C:15]([F:17])[CH:14]=[CH:13][C:12]=1[O:6][CH3:7])=[O:10] |f:2.3.4|. The solvent is CC(=O)C (acetone). Starting materials: N (ammonia), S(=O)(=O)(OC)OC (Dimethyl sulphate), CC(=O)C1=C(C=CC(=C1)F)O (5-fluoro-2-hydroxyacetophenone), C([O-])([O-])=O.[K+].[K+] (potassium carbonate). The product is CC(=O)C1=C(C=CC(=C1)F)OC (5-fluoro-2-methoxyacetophenone). Reactants: resultant mixture, [H][H] (hydrogen), C(C1=CC=CC=C1)OC(=O)N1[C@@H](C[C@H](C1)O)CC#N ((2R,4R)-1-benzyloxycarbonyl-2-cyanomethyl-4-hydroxypyrrolidine). The reagents and catalysts are [C].[Pd] (palladium-carbon). The solvent is C(C)O (ethanol). The product is C(#N)C[C@H]1NC[C@@H](C1)O ((2R,4R)-2-cyanomethyl-4-hydroxypyrrolidine). As a reaction SMILES: C(OC([N:11]1[CH2:15][C@H:14]([OH:16])[CH2:13][C@H:12]1[CH2:17][C:18]#[N:19])=O)C1C=CC=CC=1.[H][H]>C(O)C.[C].[Pd]>[C:18]([CH2:17][C@@H:12]1[CH2:13][C@@H:14]([OH:16])[CH2:15][NH:11]1)#[N:19] |f:3.4|. Reported procedure: To a solution of (2R,4R)-1-benzyloxycarbonyl-2-cyanomethyl-4-hydroxypyrrolidine (5.94 g) in ethanol (60 ml), 10% palladium-carbon (600 mg) was added, and the resultant mixture was stirred at room temperature for 1.5 hours under an atmospheric pressure of hydrogen, followed by filtration. The filtrate was combined with 10% palladiumcarbon (600 mg) and stirred under the same condition as above. This operation was repeated three times. After removal of the catalyst by filtration, the solvent was re... Reactants: N(=NC(=O)N1CCCCC1)C(=O)N1CCCCC1 (1,1′-(azodicarbonyl)dipiperidine), S1C(=NC=C1)C=1NC2=C(C=CC=C2C1)CO ([2-(1,3-thiazol-2-yl)-1H-indol-7-yl]methanol), CN1C(=NC=C1)S (1-methyl-1H-imidazole-2-thiol), C(CCC)P(CCCC)CCCC (tributylphosphine). The solvent is O1CCCC1 (tetrahydrofuran), O (Water). Reaction conditions: time 2 hour. Product: CN1C(=NC=C1)SCC=1C=CC=C2C=C(NC12)C=1SC=CN1 (7-{[(1-Methyl-1H-imidazol-2-yl)thio]methyl}-2-(1,3-thiazol-2-yl)-1H-indole). Isolated yield 66.2%. As a reaction SMILES: [S:1]1[CH:5]=[CH:4][N:3]=[C:2]1[C:6]1[NH:7][C:8]2[C:13]([CH:14]=1)=[CH:12][CH:11]=[CH:10][C:9]=2[CH2:15]O.[CH3:17][N:18]1[CH:22]=[CH:21][N:20]=[C:19]1[SH:23].C(P(CCCC)CCCC)CCC.N(C(N1CCCCC1)=O)=NC(N1CCCCC1)=O>O1CCCC1.O>[CH3:17][N:18]1[CH:22]=[CH:21][N:20]=[C:19]1[S:23][CH2:15][C:9]1[CH:10]=[CH:11][CH:12]=[C:13]2[C:8]=1[NH:7][C:6]([C:2]1[S:1][CH:5]=[CH:4][N:3]=1)=[CH:14]2. Procedure details: A solution of [2-(1,3-thiazol-2-yl)-1H-indol-7-yl]methanol (0.095 g), 1-methyl-1H-imidazole-2-thiol (0.047 g) and tributylphosphine (0.251 g) in tetrahydrofuran (7 mL) was stirred, 1,1′-(azodicarbonyl)dipiperidine (0.312 g) was added, and the mixture was stirred at room temperature for 2 hr. Water was added to the reaction mixture, and the mixture was extracted with ethyl acetate. The extract was washed successively with water and saturated brine, dried over anhydrous magnesium sulfate, and conc...